This data is from the Open Reaction Database (ORD), a public repository of structured organic reaction records. The task is: describe an organic reaction: reactants, conditions, products, and yield Starting materials: COC1=CC(=C(C(=C1)C)S(=O)(=O)N1[C@@H](CCC2=CC=CC=C12)CO)C ((S)-(1-(4-methoxy-2,6-dimethyl-phenylsulfonyl)-1,2,3,4-tetrahydroquinolin-2-yl)methanol), BrCC(=O)OC(C)(C)C (tert-Butyl 2-bromoacetate). Reagents/catalysts: S(=O)(=O)(O)[O-].C(CCC)[N+](CCCC)(CCCC)CCCC (tetra-n-butylammonium hydrogen sulfate). The solvent is C1(=CC=CC=C1)C (toluene), C1(=CC=CC=C1)C (toluene), [OH-].[Na+] (sodium hydroxide). Reaction conditions: time 1 hour. Yields the product COC1=CC(=C(C(=C1)C)S(=O)(=O)N1[C@@H](CCC2=CC=CC=C12)COCC(=O)OC(C)(C)C)C ((S)-tert-Butyl 2-((1-(4-methoxy-2,6-dimethylphenylsulfonyl)-1,2,3,4-tetrahydroquinolin-2-yl)methoxy)acetate). RXN SMILES: Br[CH2:2][C:3]([O:5][C:6]([CH3:9])([CH3:8])[CH3:7])=[O:4].[CH3:10][O:11][C:12]1[CH:17]=[C:16]([CH3:18])[C:15]([S:19]([N:22]2[C:31]3[C:26](=[CH:27][CH:28]=[CH:29][CH:30]=3)[CH2:25][CH2:24][C@H:23]2[CH2:32][OH:33])(=[O:21])=[O:20])=[C:14]([CH3:34])[CH:13]=1>S([O-])(O)(=O)=O.C([N+](CCCC)(CCCC)CCCC)CCC.[OH-].[Na+].C1(C)C=CC=CC=1>[CH3:10][O:11][C:12]1[CH:13]=[C:14]([CH3:34])[C:15]([S:19]([N:22]2[C:31]3[C:26](=[CH:27][CH:28]=[CH:29][CH:30]=3)[CH2:25][CH2:24][C@H:23]2[CH2:32][O:33][CH2:2][C:3]([O:5][C:6]([CH3:9])([CH3:8])[CH3:7])=[O:4])(=[O:20])=[O:21])=[C:16]([CH3:18])[CH:17]=1 |f:2.3,4.5|. Procedure: tert-Butyl 2-bromoacetate (1.358 g, 6.972 mmol) and tetra-n-butylammonium hydrogen sulfate (110 mg, 0.332 mmol) were stirred in sodium hydroxide solution (26 ml, 50% aq) and toluene (20 ml). A solution of (S)-(1-(4-methoxy-2,6-dimethyl-phenylsulfonyl)-1,2,3,4-tetrahydroquinolin-2-yl)methanol (1.2 g, 3.32 mmol) in toluene (10 ml) was added slowly. The addition was exothermic, cooling was achieved with an ice bath. After stirring at room temperature for 1 h, the phases were separated and the aqueo... Reactants: COC(=O)C1N(C(CCC1)O)C(=O)OC(C)(C)C (6-hydroxy-piperidine-1,2-dicarboxylic acid 1-tert-butyl ester 2-methyl ester), CO (methanol). Run at time 3 hour. Yields the product COC(=O)C1N(C(CCC1)OC)C(=O)OC(C)(C)C (6-methoxy-piperidine-1,2-dicarboxylic acid 1-tert-butyl ester 2-methyl ester). Reaction SMILES: [CH3:1][O:2][C:3]([CH:5]1[CH2:10][CH2:9][CH2:8][CH:7]([OH:11])[N:6]1[C:12]([O:14][C:15]([CH3:18])([CH3:17])[CH3:16])=[O:13])=[O:4].[CH3:19]O>>[CH3:1][O:2][C:3]([CH:5]1[CH2:10][CH2:9][CH2:8][CH:7]([O:11][CH3:19])[N:6]1[C:12]([O:14][C:15]([CH3:18])([CH3:17])[CH3:16])=[O:13])=[O:4]. Procedure details: The crude 6-hydroxy-piperidine-1,2-dicarboxylic acid 1-tert-butyl ester 2-methyl ester, 36, obtained in the previous step is dissolved in methanol (500 mL) and treated with Dowex-50 (1.0 g). After stirring at rt for 3 hr, the solution is filtered and concentrated in vacuo, and the residue is purified over silica (hexanes/ethyl acetate, 5:1) to afford 2.1 g of the desired product. 1H NMR (CDCl3) δ 5.43 (br s, 0.5H), 5.28 (br s, 0.5H), 4.88 (br s, 0.5H), 4.66 (br s, 0.5H), 3.73 (s, 3H), 3.33 (s, 3... Solvent: O (water). The product is FC1=C(C=C(C(=C1)Cl)OC1CCCC1)N1C(OC(C1=O)=C(C)C)=O ((2-fluoro-4-chloro-5-cyclopentyloxyphenyl)-5-isopropylidene-1,3-oxazolidine-2,4-dione). Starting materials: C(C)#N (acetonitrile), FC1=C(C=C(C(=C1)Cl)O)N1C(OCC1=O)=O ((2-fluoro-4-chloro-5-hydroxyphenyl)-1,3-oxazolidine-2,4-dione), C1(=CC=C(C=C1)S(=O)(=O)OC1CCCC1)C (cyclopentyl p-toluenesulfonate), C([O-])([O-])=O.[K+].[K+] (potassium carbonate). Procedure details: An acetonitrile solution (100 ml) containing 3N-(2-fluoro-4-chloro-5-hydroxyphenyl)-1,3-oxazolidine-2,4-dione (1.0 g, 3.50 mmol), cyclopentyl p-toluenesulfonate (1.0 g, 4.16 mmol) and potassium carbonate (0.5 g, 3.62 mmol) was heated for 4 hours under reflux. After reaction, the mixture was poured into water (100 ml) and extracted with ethyl acetate (50 ml×3). The organic layer was washed with saturated sodium hydrogencarbonate aqueous solution (50 ml) and saturated brine (50 ml) and then dried ... Reaction SMILES: [C:1](#N)[CH3:2].[F:4][C:5]1[CH:10]=[C:9]([Cl:11])[C:8]([OH:12])=[CH:7][C:6]=1[N:13]1[C:17](=[O:18])[CH2:16][O:15][C:14]1=[O:19].C1(C)C=CC(S(O[CH:30]2[CH2:34][CH2:33][CH2:32][CH2:31]2)(=O)=O)=CC=1.[C:36](=O)([O-])[O-].[K+].[K+]>O>[F:4][C:5]1[CH:10]=[C:9]([Cl:11])[C:8]([O:12][CH:30]2[CH2:34][CH2:33][CH2:32][CH2:31]2)=[CH:7][C:6]=1[N:13]1[C:17](=[O:18])[C:16](=[C:1]([CH3:2])[CH3:36])[O:15][C:14]1=[O:19] |f:3.4.5|. Yield: 80.0%. The reactants are NC1=C(C(NC(N1CC1=CC=C(C=C1)Cl)=O)=O)N=O (6-amino-1-(4-chlorobenzyl)-5-nitroso-uracil), C(=O)O (formic acid). Reagents/catalysts: [Zn] (zinc). Reaction conditions: temperature 55 celsius. Product: NC1=C(C(NC(N1CC1=CC=C(C=C1)Cl)=O)=O)NC=O (6-Amino-1-(4-chlorobenzyl)-5-formylamino-uracil). As a reaction SMILES: [NH2:1][C:2]1[N:7]([CH2:8][C:9]2[CH:14]=[CH:13][C:12]([Cl:15])=[CH:11][CH:10]=2)[C:6](=[O:16])[NH:5][C:4](=[O:17])[C:3]=1[N:18]=O.[CH:20](O)=[O:21]>[Zn]>[NH2:1][C:2]1[N:7]([CH2:8][C:9]2[CH:14]=[CH:13][C:12]([Cl:15])=[CH:11][CH:10]=2)[C:6](=[O:16])[NH:5][C:4](=[O:17])[C:3]=1[NH:18][CH:20]=[O:21]. Reported procedure: 150.0 g of 6-amino-1-(4-chlorobenzyl)-5-nitroso-uracil were dissolved in 1.2 liters of formic acid at 70° C. and treated over 1.5 hours in portions with 76.84 g of zinc powder keeping the temperature between 75-80° C. After cooling to 55° C. the solid was filtered of, the residue resuspended in 800 ml of formic acid and the solid again filtered off. The filtrates were evaporated to a solid which was suspended in 350 ml of water. The solid was collected, washed and dried to give the title compoun... Starting materials: Cl.NC1CCN(CC1)C(=O)OC(C)(C)C (tert-butyl 4-aminopiperidine-1-carboxylate hydrochloride), ClC(CC(=O)OC)=O (methyl 3-chloro-3-oxopropanoate), CCN(C(C)C)C(C)C (DIPEA). Run in C(Cl)Cl (DCM). Conditions: time 8 hour. The product is COC(CC(=O)NC1CCN(CC1)C(=O)OC(C)(C)C)=O (tert-butyl 4-(3-methoxy-3-oxopropanamido)piperidine-1-carboxylate). The yield is 77.1%. Reaction SMILES: Cl.[NH2:2][CH:3]1[CH2:8][CH2:7][N:6]([C:9]([O:11][C:12]([CH3:15])([CH3:14])[CH3:13])=[O:10])[CH2:5][CH2:4]1.Cl[C:17](=[O:23])[CH2:18][C:19]([O:21][CH3:22])=[O:20].CCN(C(C)C)C(C)C>C(Cl)Cl>[CH3:22][O:21][C:19](=[O:20])[CH2:18][C:17]([NH:2][CH:3]1[CH2:4][CH2:5][N:6]([C:9]([O:11][C:12]([CH3:15])([CH3:14])[CH3:13])=[O:10])[CH2:7][CH2:8]1)=[O:23] |f:0.1|. Procedure: The mixture of tert-butyl 4-aminopiperidine-1-carboxylate hydrochloride (512 mg, 2.16 mmol), methyl 3-chloro-3-oxopropanoate (232 μL, 2.16 mmol), and DIPEA (828 μL, 4.75 mmol) in DCM (20 mL) was stirred at room temperature overnight. The solvent was removed under reduced pressure and the residue was purified by flash chromatography (eluent EtOAc) to afford tert-butyl 4-(3-methoxy-3-oxopropanamido)piperidine-1-carboxylate as a white solid (500 mg, 78%). MS (m/z): 301.1 (M+H). This material (500 m... RXN SMILES: [Cl:1][C:2]1[CH:11]=[CH:10][CH:9]=[C:8]2[C:3]=1[CH2:4][CH2:5][CH2:6][O:7]2.[I:12]I>CO.[N+]([O-])([O-])=O.[Ag+]>[Cl:1][C:2]1[CH:11]=[CH:10][CH:9]=[C:8]2[C:3]=1[CH:4]([I:12])[CH2:5][CH2:6][O:7]2 |f:3.4|. Starting materials: ClC1=C2CCCOC2=CC=C1 (5-chlorochroman), II (iodine). Reported procedure: To a solution of 5-chlorochroman (0.101 g; 0.6 mmol) and silver nitrate (0.112 g; 0.66 mmol) in methanol (6 mL) was added iodine (0.153 g; 0.6 mmol) and the reaction mixture for 30 min. The reaction was quenched by adding a solution of sodium thiosulphate 0.5M (2.5 mL) and the aqueous layer was extracted with ethyl acetate. The organics were combined, dried over sodium sulphate, filtered and concentrated under reduced pressure. Purification by flash chromatography on silica gel using a gradient ... Solvent: CO (methanol). The reagents and catalysts are [N+](=O)([O-])[O-].[Ag+] (silver nitrate). The product is ClC1=C2C(CCOC2=CC=C1)I (5-chloro-4-iodochroman). Isolated yield 49.8%. Conditions: time 30 minute. Reactants: S(=O)(=O)(OCCl)Cl (chloromethyl chlorosulfate), P(=O)(O)([O-])[O-].[K+].[K+] (dipotassium hydrogen phosphate), COCC(C(=O)O)(C)C (3-methoxy-2,2-dimethylpropionic acid). Reagents/catalysts: S(=O)(=O)(O)[O-].C(CCC)[N+](CCCC)(CCCC)CCCC (tetrabutylammonium hydrogen sulfate). Solvent: CC(C)(C)OC (TBME), CC(C)(C)OC (TBME), O (Water), CC(C)(C)OC (TBME), O (water). Run at temperature -5 celsius, time 8 hour. Product: ClCOC(C(COC)(C)C)=O (3-methoxy-2,2-dimethylpropionic acid chloromethyl ester). Reaction SMILES: P([O-])([O-])(O)=O.[K+].[K+].[CH3:8][O:9][CH2:10][C:11]([CH3:16])([CH3:15])[C:12]([OH:14])=[O:13].S(Cl)(O[CH2:21][Cl:22])(=O)=O>S([O-])(O)(=O)=O.C([N+](CCCC)(CCCC)CCCC)CCC.CC(OC)(C)C.O>[Cl:22][CH2:21][O:13][C:12](=[O:14])[C:11]([CH3:16])([CH3:15])[CH2:10][O:9][CH3:8] |f:0.1.2,5.6|. Procedure details: To a mixture of water (25 mL) and TBME (40 mL), dipotassium hydrogen phosphate (45.2 g), tetrabutylammonium hydrogen sulfate (1.76 g), and 3-methoxy-2,2-dimethylpropionic acid [CAS No. 64241-78-7] (6.86 g) were sequentially added. After cooling the resulting mixture to −5° C., a mixture of chloromethyl chlorosulfate (12.8 g) and TBME (10 mL) was added dropwise thereto, and the resulting mixture was stirred overnight at room temperature. Water (50 mL) and TBME (30 mL) were added to the resulting ... Reactants: [BH3-]C#N, CO, CC=O, [Cl-], [Cl-], [Cl-], [Cl-], Cl, Nc1ccc(S(=O)(=O)Nc2ccc3nsnc3c2)cc1, [Na+], [Ti+4]. Yields the product CCNc1ccc(S(=O)(=O)Nc2ccc3nsnc3c2)cc1. As a reaction SMILES: [C:24]([BH3-:25])#[N:26].[CH3:29][OH:30].[CH:21]([CH3:22])=[O:23].[Cl-:31].[Cl-:32].[Cl-:33].[Cl-:34].[ClH:28].[NH2:1][c:2]1[cH:3][cH:4][c:5]([S:8](=[O:9])(=[O:10])[NH:11][c:12]2[cH:13][c:14]3[c:15]([n:16][s:17][n:18]3)[cH:19][cH:20]2)[cH:6][cH:7]1.[Na+:27].[Ti+4:35]>>[NH:1]([c:2]1[cH:3][cH:4][c:5]([S:8](=[O:9])(=[O:10])[NH:11][c:12]2[cH:13][c:14]3[c:15]([n:16][s:17][n:18]3)[cH:19][cH:20]2)[cH:6][cH:7]1)[CH2:21][CH3:22]. The product is COCCSC(F)(F)C(O)(Cn1cncn1)c1ccc(F)cc1F. RXN SMILES: [C:25](=[O:26])([O-:27])[O-:28].[CH3:31][S:32]([CH3:33])=[O:34].[F:1][c:2]1[c:3]([C:9]2([C:10]([S:11][CH2:12][CH2:13][O:14][CH3:15])([F:16])[F:17])[CH2:18][O:19]2)[cH:4][cH:5][c:6]([F:8])[cH:7]1.[K+:29].[K+:30].[nH:20]1[n:21][cH:22][n:23][cH:24]1>>[F:1][c:2]1[c:3]([C:9]([C:10]([S:11][CH2:12][CH2:13][O:14][CH3:15])([F:16])[F:17])([CH2:18][n:20]2[n:21][cH:22][n:23][cH:24]2)[OH:19])[cH:4][cH:5][c:6]([F:8])[cH:7]1. Starting materials: O=C([O-])[O-], CS(C)=O, COCCSC(F)(F)C1(c2ccc(F)cc2F)CO1, [K+], [K+], c1nc[nH]n1.